This data is from the Open Reaction Database (ORD), a public repository of structured organic reaction records. The task is: describe an organic reaction: reactants, conditions, products, and yield Starting materials: O.NN (Hydrazine hydrate), C(C=C)C1=C(C=C(C(=O)CCC(=O)OC)C=C1)O (methyl 3-(4-allyl-3-hydroxybenzoyl)propionate). Run in C(C)(=O)O (acetic acid). Yields the product C(C=C)C1=C(C=C(C=C1)C=1CCC(NN1)=O)O (6-(4-allyl-3-hydroxyphenyl)-4,5-dihydro-3(2H)-pyridazinone). Isolated yield 94.4%. Reaction SMILES: O.[NH2:2][NH2:3].[CH2:4]([C:7]1[CH:20]=[CH:19][C:10]([C:11]([CH2:13][CH2:14][C:15](OC)=[O:16])=O)=[CH:9][C:8]=1[OH:21])[CH:5]=[CH2:6]>C(O)(=O)C>[CH2:4]([C:7]1[CH:20]=[CH:19][C:10]([C:11]2[CH2:13][CH2:14][C:15](=[O:16])[NH:2][N:3]=2)=[CH:9][C:8]=1[OH:21])[CH:5]=[CH2:6] |f:0.1|. Reported procedure: Hydrazine hydrate (4.5 ml, 0.09 mole) was added to a stirred solution of methyl 3-(4-allyl-3-hydroxybenzoyl)propionate (5.6 g, 0.023 mole) in glacial acetic acid (60 ml) and the mixture heated under reflux for one hour. Evaporation under reduced pressure gave a residue which was triturated with water to give 6-(4-allyl-3-hydroxyphenyl)-4,5-dihydro-3(2H)-pyridazinone (5 g, m.p. 175°-178°C, 96%). The pure pyridazinone, recrystallised from ethanol had m.p. 178°-180°C. The reactants are C1(=CC=CC=C1)NC1=CC=C(C=C1)NC1=CC=CC=C1 (N,N′-diphenyl-1,4-phenylenediamine), CC(CCO)(C)SC1=CC=CC=C1 (3-Methyl-3-(phenylthio)butan-1-ol), C(C=C)(=O)OCC (ethyl acrylate). Conditions: temperature 112.5 celsius. Yields the product C(C=C)(=O)OCCC(C)(SC1=CC=CC=C1)C (3-methyl-3-(phenylthio)butyl acrylate). Reaction SMILES: C1(NC2C=CC(NC3C=CC=CC=3)=CC=2)C=CC=CC=1.[CH3:21][C:22]([S:27][C:28]1[CH:33]=[CH:32][CH:31]=[CH:30][CH:29]=1)([CH3:26])[CH2:23][CH2:24][OH:25].[C:34](OCC)(=[O:37])[CH:35]=[CH2:36]>>[C:34]([O:25][CH2:24][CH2:23][C:22]([CH3:21])([S:27][C:28]1[CH:33]=[CH:32][CH:31]=[CH:30][CH:29]=1)[CH3:26])(=[O:37])[CH:35]=[CH2:36]. Procedure: Into a 3-neck round-bottomed flask was placed (in order): N,N′-diphenyl-1,4-phenylenediamine (0.53 g, 2.04×10−3 moles), 3-Methyl-3-(phenylthio)butan-1-ol (50.0 g, 0.255 moles) and ethyl acrylate (276 mL, 2.55 moles). The apparatus was then assembled for reactive distillation through a Claisen head and purge-filled with nitrogen gas. The reaction flask was heated to 110-115° C. and after ca. 5 mL of ethyl acrylate had distilled over, titanium(IV) isoproproxide (TPT, 2.26 mL, 7.65×10−3 moles) was ... Reactants: Cl.C(C)(C)(C)N1N=C(N=N1)C1=CC=C(C=C1)CN(C[C@@H]([C@H](CC1=CC=CC=C1)N)O)NC([C@@H](NC(=O)OC)C(C)(C)C)=O (1-[4-(2-tert-butyl-2H-tetrazol-5-yl)-phenyl]-4(S)-hydroxy-5(S)-amino-2-N-[N-methoxycarbonyl-(L)-tert-leucyl]amino-6-phenyl-2-azahexane hydrochloride), COC(=O)N[C@@H](C(C)C)C(=O)O (N-methoxycarbonyl-(L)-valine), [B-](F)(F)(F)F.CN(C)C(=[N+](C)C)ON1C=CC=CC1=O (TPTU), CN1CCOCC1 (NMM). Run in CN(C)C=O (DMF), C(Cl)Cl (methylene chloride), CN(C)C=O (DMF). Conditions: time 8 hour. Product: C(C)(C)(C)N1N=C(N=N1)C1=CC=C(C=C1)CN(C[C@@H]([C@H](CC1=CC=CC=C1)NC([C@@H](NC(=O)OC)C(C)C)=O)O)NC([C@@H](NC(=O)OC)C(C)(C)C)=O (1-[4-(2-tert-Butyl-2H-tetrazol-5-yl)-phenyl]-4(S)-hydroxy-2-N-(N-methoxycarbonyl-(L)-tert-leucyl)amino-5(S)-N-(N-methoxycarbonyl-(L)-valyl)amino-6-phenyl-2-azahexane). RXN SMILES: [CH3:1][O:2][C:3]([NH:5][C@H:6]([C:10](O)=[O:11])[CH:7]([CH3:9])[CH3:8])=[O:4].[B-](F)(F)(F)F.CN(C(ON1C(=O)C=CC=C1)=[N+](C)C)C.CN1CCOCC1.Cl.[C:41]([N:45]1[N:49]=[N:48][C:47]([C:50]2[CH:55]=[CH:54][C:53]([CH2:56][N:57]([NH:70][C:71](=[O:82])[C@H:72]([C:78]([CH3:81])([CH3:80])[CH3:79])[NH:73][C:74]([O:76][CH3:77])=[O:75])[CH2:58][C@H:59]([OH:69])[C@@H:60]([NH2:68])[CH2:61][C:62]3[CH:67]=[CH:66][CH:65]=[CH:64][CH:63]=3)=[CH:52][CH:51]=2)=[N:46]1)([CH3:44])([CH3:43])[CH3:42]>CN(C=O)C.C(Cl)Cl>[C:41]([N:45]1[N:49]=[N:48][C:47]([C:50]2[CH:55]=[CH:54][C:53]([CH2:56][N:57]([NH:70][C:71](=[O:82])[C@H:72]([C:78]([CH3:81])([CH3:80])[CH3:79])[NH:73][C:74]([O:76][CH3:77])=[O:75])[CH2:58][C@H:59]([OH:69])[C@@H:60]([NH:68][C:10](=[O:11])[C@H:6]([CH:7]([CH3:8])[CH3:9])[NH:5][C:3]([O:2][CH3:1])=[O:4])[CH2:61][C:62]3[CH:63]=[CH:64][CH:65]=[CH:66][CH:67]=3)=[CH:52][CH:51]=2)=[N:46]1)([CH3:43])([CH3:42])[CH3:44] |f:1.2,4.5|. Procedure details: Under a nitrogen atmosphere, 54 mg (0.308 mmol) of N-methoxycarbonyl-(L)-valine and 92 mg (0.308 mmol) of TPTU in 1 ml of DMF and 101 μl (0.91 mmol) of NMM are stirred at room temperature for 10 min. 190 mg (0.308 mmol) of 1-[4-(2-tert-butyl-2H-tetrazol-5-yl)-phenyl]-4(S)-hydroxy-5(S)-amino-2-N-[N-methoxycarbonyl-(L)-tert-leucyl]amino-6-phenyl-2-azahexane hydrochloride (Example 34g) in 2 ml of DMF are added thereto and the mixture is stirred at room temperature overnight to complete the reaction... Reactants: O=C([O-])O, CCCC[N+](CCCC)(CCCC)CCCC, C1CCOC1, CC(C)=O, [F-], [Na+], N#Cc1ccc(-c2cn(S(=O)(=O)c3ccccc3)c3cc([N+](=O)[O-])ccc23)cc1. The product is N#Cc1ccc(-c2c[nH]c3cc([N+](=O)[O-])ccc23)cc1. RXN SMILES: [C:48](=[O:49])([OH:50])[O-:51].[CH2:2]([N+:3]([CH2:4][CH2:5][CH2:6][CH3:7])([CH2:8][CH2:9][CH2:10][CH3:11])[CH2:12][CH2:13][CH2:14][CH3:15])[CH2:16][CH2:17][CH3:18].[CH2:53]1[O:54][CH2:55][CH2:56][CH2:57]1.[CH3:58][C:59](=[O:60])[CH3:61].[F-:1].[Na+:52].[c:19]1([S:20](=[O:21])(=[O:22])[n:28]2[cH:29][c:30](-[c:40]3[cH:41][cH:42][c:43]([C:44]#[N:45])[cH:46][cH:47]3)[c:31]3[cH:32][cH:33][c:34]([N+:37](=[O:38])[O-:39])[cH:35][c:36]23)[cH:23][cH:24][cH:25][cH:26][cH:27]1>>[nH:28]1[cH:29][c:30](-[c:40]2[cH:41][cH:42][c:43]([C:44]#[N:45])[cH:46][cH:47]2)[c:31]2[cH:32][cH:33][c:34]([N+:37](=[O:38])[O-:39])[cH:35][c:36]12. Reactants: CC1(C(C1C=CC(=O)OCCC)C(=O)O)C (2,2-dimethyl-3-(3-propoxy-3-oxo-1-propenyl)-cyclopropane-carboxylic acid), O(C1=CC=CC=C1)C=1C=C(C=CC1)[C@@H](C)O (1(R)-(3-phenoxyphenyl)-ethanol). Run in C1=CC=CC=C1 (benzene). Product: CC1(C(C1C=CC(=O)OCCC)C(=O)O)C (2,2-dimethyl-3-(3-propoxy-3-oxo-1-propenyl)-cyclopropane-carboxylic acid), CC1(C(C1C=CC(=O)OCC)C(=O)[O-])C (2,2-dimethyl-3-(3-ethoxy-3-oxo-1-propenyl)-cyclopropane-carboxylate). Reaction SMILES: [CH3:1][C:2]1([CH3:16])[CH:4]([CH:5]=[CH:6][C:7]([O:9][CH2:10][CH2:11][CH3:12])=[O:8])[CH:3]1[C:13]([OH:15])=[O:14].O(C1C=C([C@H](O)C)C=CC=1)C1C=CC=CC=1>C1C=CC=CC=1>[CH3:16][C:2]1([CH3:1])[CH:4]([CH:5]=[CH:6][C:7]([O:9][CH2:10][CH2:11][CH3:12])=[O:8])[CH:3]1[C:13]([OH:15])=[O:14].[CH3:16][C:2]1([CH3:1])[CH:4]([CH:5]=[CH:6][C:7]([O:9][CH2:10][CH3:11])=[O:8])[CH:3]1[C:13]([O-:15])=[O:14]. Procedure: Using the procedure of Example 9, (1R, cis, ΔZ) 2,2-dimethyl-3-(3-ethoxy-3-oxo-1-propenyl)-cyclopropane-carboxylic acid and 1(R)-(3-phenoxyphenyl)-ethanol were reacted to obtain 1(R)-(3-phenoxyphenyl)-ethyl (1R, cis, ΔZ) 2,2-dimethyl-3-(3-ethoxy-3-oxo-1-propenyl)-cyclopropane-carboxylate with a specific rotation of [α]D20 =+145°±2.5° (c=1% in benzene). Reactants: CCCc1cc(Cn2c(=O)ccc3c(CC)nc(CC)cc32)ccc1O[Si](C)(C)C(C)(C)C, CCCC[N+](CCCC)(CCCC)CCCC, [F-], C1CCOC1. Yields the product CCCc1cc(Cn2c(=O)ccc3c(CC)nc(CC)cc32)ccc1O. RXN SMILES: [C:19]([Si:20]([CH3:21])([CH3:22])[O:24][c:25]1[c:26]([CH2:47][CH2:48][CH3:49])[cH:27][c:28]([CH2:29][n:30]2[c:31](=[O:44])[cH:32][cH:33][c:34]3[c:35]([CH2:42][CH3:43])[n:36][c:37]([CH2:40][CH3:41])[cH:38][c:39]23)[cH:45][cH:46]1)([CH3:23])([CH3:50])[CH3:51].[CH3:2][CH2:3][CH2:4][CH2:5][N+:6]([CH2:7][CH2:8][CH2:9][CH3:10])([CH2:11][CH2:12][CH2:13][CH3:14])[CH2:15][CH2:16][CH2:17][CH3:18].[F-:1].[O:52]1[CH2:53][CH2:54][CH2:55][CH2:56]1>>[OH:24][c:25]1[c:26]([CH2:47][CH2:48][CH3:49])[cH:27][c:28]([CH2:29][n:30]2[c:31](=[O:44])[cH:32][cH:33][c:34]3[c:35]([CH2:42][CH3:43])[n:36][c:37]([CH2:40][CH3:41])[cH:38][c:39]23)[cH:45][cH:46]1. Reactants: C(CCCC)=O (1-pentanal), N1CCCC1 (pyrrolidine), N=1C=CN2C1C(=CC=C2)OCCCCN2C(SCC2=O)=O (3-[4-(imidazo[1,2-a]pyridin-8-yloxy)butyl]thiazolidine-2,4-dione), C(CCCC)=O (1-pentanal), N1CCCC1 (pyrrolidine). Run in C(C)O (ethanol). Product: C(CCCC)=C1C(N(C(S1)=O)CCCCOC=1C=2N(C=CC1)C=CN2)=O (5-pentylidene-3-[4-(imidazo[1,2-a]pyridin-8-yloxy)butyl]thiazolidine-2,4-dione). RXN SMILES: [N:1]1[CH:2]=[CH:3][N:4]2[CH:9]=[CH:8][CH:7]=[C:6]([O:10][CH2:11][CH2:12][CH2:13][CH2:14][N:15]3[C:19](=[O:20])[CH2:18][S:17][C:16]3=[O:21])[C:5]=12.[CH:22](=O)[CH2:23][CH2:24][CH2:25][CH3:26].N1CCCC1>C(O)C>[CH:22](=[C:18]1[S:17][C:16](=[O:21])[N:15]([CH2:14][CH2:13][CH2:12][CH2:11][O:10][C:6]2[C:5]3[N:4]([CH:3]=[CH:2][N:1]=3)[CH:9]=[CH:8][CH:7]=2)[C:19]1=[O:20])[CH2:23][CH2:24][CH2:25][CH3:26]. Procedure details: To a solution of 1.45 g (5 mmol) of 3-[4-(imidazo[1,2-a]pyridin-8-yloxy)butyl]thiazolidine-2,4-dione and 0.53 ml (5 mmol) of 1-pentanal in 20 ml of ethanol, 0.05 ml (0.5 mmol) of pyrrolidine was added at 60° C., followed by refluxing for 19 hours (2.5 hours later, 0.53 ml (5 mmol) of 1-pentanal and 0.05 ml (0.5 mmol) of pyrrolidine were further added). After the reaction mixture was cooled, the solvent was distilled off. The residue was dissolved in dichloromethane, washed with purified water an... Starting materials: Cc1nc(C(C)(C)C)ccc1C=CC(=O)O, Nc1ccc2ncsc2c1. Yields the product Cc1nc(C(C)(C)C)ccc1C=CC(=O)Nc1ccc2ncsc2c1. Reaction SMILES: [C:1]([CH3:2])([CH3:3])([CH3:4])[c:5]1[cH:6][cH:7][c:8]([CH:12]=[CH:13][C:14](=[O:15])[OH:16])[c:9]([CH3:11])[n:10]1.[NH2:17][c:18]1[cH:19][c:20]2[c:21]([n:22][cH:23][s:24]2)[cH:25][cH:26]1>>[C:1]([CH3:2])([CH3:3])([CH3:4])[c:5]1[cH:6][cH:7][c:8]([CH:12]=[CH:13][C:14](=[O:16])[NH:17][c:18]2[cH:19][c:20]3[c:21]([n:22][cH:23][s:24]3)[cH:25][cH:26]2)[c:9]([CH3:11])[n:10]1.